This data is from the Open Reaction Database (ORD), a public repository of structured organic reaction records. The task is: describe an organic reaction: reactants, conditions, products, and yield The reactants are BrC1=CC=C(C2=NSN=C21)Br (4,7-dibromobenzo[2,1,3]thiadiazole), C1(=CC=CC=C1)N(C1=CC=CC=C1)C1=CC=C(C=C1)B(O)O (4-(N,N-diphenylamino)phenylboronic acid), C([O-])([O-])=O.[Na+].[Na+] (sodium carbonate), C(CCC)O (n-butanol). The reagents and catalysts are C=1C=CC(=CC1)[P](C=2C=CC=CC2)(C=3C=CC=CC3)[Pd]([P](C=4C=CC=CC4)(C=5C=CC=CC5)C=6C=CC=CC6)([P](C=7C=CC=CC7)(C=8C=CC=CC8)C=9C=CC=CC9)[P](C=1C=CC=CC1)(C=1C=CC=CC1)C=1C=CC=CC1 (tetrakis(triphenylphosphine)palladium(0)). Run in O (water), C1(=CC=CC=C1)C (toluene), O (water). Conditions: temperature 100 celsius, time 2 hour. Yields the product N=1SN=C2C1C=CC=C2 (benzo[2,1,3]thiadiazole). Reaction SMILES: Br[C:2]1[C:10]2[C:6](=[N:7][S:8][N:9]=2)[C:5](Br)=[CH:4][CH:3]=1.C1(N(C2C=CC(B(O)O)=CC=2)C2C=CC=CC=2)C=CC=CC=1.C(=O)([O-])[O-].[Na+].[Na+].C(O)CCC>O.C1C=CC([P]([Pd]([P](C2C=CC=CC=2)(C2C=CC=CC=2)C2C=CC=CC=2)([P](C2C=CC=CC=2)(C2C=CC=CC=2)C2C=CC=CC=2)[P](C2C=CC=CC=2)(C2C=CC=CC=2)C2C=CC=CC=2)(C2C=CC=CC=2)C2C=CC=CC=2)=CC=1.C1(C)C=CC=CC=1>[N:7]1[S:8][N:9]=[C:10]2[CH:2]=[CH:3][CH:4]=[CH:5][C:6]=12 |f:2.3.4,^1:49,51,70,89|. Procedure: A mixture of 4,7-dibromobenzo[2,1,3]thiadiazole (13.2 g, 45 mmol), 4-(N,N-diphenylamino)phenylboronic acid (30.0 g, 104 mmol), a solution of sodium carbonate (21.2 g, 200 mmol) in water (80 mL), tetrakis(triphenylphosphine)palladium(0) (5.0 g, 4.3 mmol), n-butanol (800 mL), and toluene (400 mL) was stirred under argon and heated at 100° C. for 20 hours. After cooling to room temperature, the mixture was diluted with water (600 mL) and stirred for 2 hours. Finally, the reaction mixture was extrac... Reactants: CC1=C(C#N)C(=CC=C1)B1OC(C(O1)(C)C)(C)C (2-methyl-6-(4,4,5,5-tetramethyl-[1,3,2]dioxaborolan-2-yl)-benzonitrile), C(=O)([O-])[O-].[Na+].[Na+] (Na2CO3), C(C1=CC=CC=C1)OC1=C(C=CC(=C1)CBr)[N+](=O)[O-] (2-benzyloxy-4-bromomethyl-1-nitrobenzene). Reagents/catalysts: C=1C=CC(=CC1)[P](C=2C=CC=CC2)(C=3C=CC=CC3)[Pd]([P](C=4C=CC=CC4)(C=5C=CC=CC5)C=6C=CC=CC6)([P](C=7C=CC=CC7)(C=8C=CC=CC8)C=9C=CC=CC9)[P](C=1C=CC=CC1)(C=1C=CC=CC1)C=1C=CC=CC1 (Pd(PPh3)4). Run in COCCOC (DME), CCO (EtOH), COCCOC (DME), C(Cl)Cl (DCM). Reaction conditions: temperature 60 celsius. Yields the product C(C1=CC=CC=C1)OC=1C=C(CC2=C(C#N)C(=CC=C2)C)C=CC1[N+](=O)[O-] (2-(3-Benzyloxy-4-nitrobenzyl)-6-methylbenzonitrile). Reaction SMILES: [CH2:1]([O:8][C:9]1[CH:14]=[C:13]([CH2:15]Br)[CH:12]=[CH:11][C:10]=1[N+:17]([O-:19])=[O:18])[C:2]1[CH:7]=[CH:6][CH:5]=[CH:4][CH:3]=1.[CH3:20][C:21]1[CH:28]=[CH:27][CH:26]=[C:25](B2OC(C)(C)C(C)(C)O2)[C:22]=1[C:23]#[N:24].C([O-])([O-])=O.[Na+].[Na+]>COCCOC.CCO.C(Cl)Cl.C1C=CC([P]([Pd]([P](C2C=CC=CC=2)(C2C=CC=CC=2)C2C=CC=CC=2)([P](C2C=CC=CC=2)(C2C=CC=CC=2)C2C=CC=CC=2)[P](C2C=CC=CC=2)(C2C=CC=CC=2)C2C=CC=CC=2)(C2C=CC=CC=2)C2C=CC=CC=2)=CC=1>[CH2:1]([O:8][C:9]1[CH:14]=[C:13]([CH:12]=[CH:11][C:10]=1[N+:17]([O-:19])=[O:18])[CH2:15][C:25]1[CH:26]=[CH:27][CH:28]=[C:21]([CH3:20])[C:22]=1[C:23]#[N:24])[C:2]1[CH:7]=[CH:6][CH:5]=[CH:4][CH:3]=1 |f:2.3.4,^1:59,61,80,99|. Reported procedure: A mixture of 2-benzyloxy-4-bromomethyl-1-nitrobenzene (2.99 g, 9.27 mmol) and Pd(PPh3)4 (536 mg, 0.464 mmol) in DME (10 mL) is heated to 60° C. for 2 min. in a microwave. 2-methyl-6-(4,4,5,5-tetramethyl-[1,3,2]dioxaborolan-2-yl)-benzonitrile (5.96 g of crude, ˜13.9 mmol) in DME (10 mL) and EtOH (2 mL) is added along with Na2CO3 (2 M, 3.3 mL). The reaction mixture is heated to 110° C. for 30 min. by microwave. Then the reaction is heated to 120° C. for an additional 15 min. by microwave. The reac... Reactants: OCCP(OC)(OC)=O (dimethyl 2-hydroxyethylphosphonate), N1=CC=CC=C1 (pyridine), BrCCCS(=O)(=O)Cl (γ-bromopropylsulfonyl chloride). Solvent: C(C)OCC (diethyl ether), C(C)OCC (diethyl ether). Run at time 24 hour. The product is BrCCCS(=O)(=O)OCCP(OC)(OC)=O (dimethyl 2-(3-bromopropylsulfonyloxy)ethylphosphonate). Reaction SMILES: [OH:1][CH2:2][CH2:3][P:4](=[O:9])([O:7][CH3:8])[O:5][CH3:6].N1C=CC=CC=1.[Br:16][CH2:17][CH2:18][CH2:19][S:20](Cl)(=[O:22])=[O:21]>C(OCC)C>[Br:16][CH2:17][CH2:18][CH2:19][S:20]([O:1][CH2:2][CH2:3][P:4](=[O:9])([O:7][CH3:8])[O:5][CH3:6])(=[O:22])=[O:21]. Procedure: 3.9 g of dimethyl 2-hydroxyethylphosphonate and 5.9 g of pyridine were dissolved in 40 ml. of dry diethyl ether, and the solution was cooled with ice to -5° C. A solution of 6.0 g of γ-bromopropylsulfonyl chloride in 30 ml. of dry diethyl ether was added dropwise to the cooled solution by means of a dropping funnel. After the addition, the mixed solution was allowed to stand for 24 hours at 0° to 5° C. The reaction mixture was poured into 50 ml. of 5% hydrochloric acid, and extracted with diethy... Reactants: CC(C(=O)NC1=CC(=CC=C1)C1CCN(CC1)CCCCC(=O)C1=CC=C(C=C1)[N+](=O)[O-])C (2-methyl-N-(3-{1-[5-(4-nitrophenyl)-5-oxopentyl]-4-piperidinyl}phenyl)propanamide), Cl.COC1=CC=C(C=C1)NN (4-methoxyphenylhydrazine hydrochloride). Yields the product COC=1C=C2C(=C(NC2=CC1)C1=CC=C(C=C1)[N+](=O)[O-])CCCN1CCC(CC1)C=1C=C(C=CC1)NC(C(C)C)=O (N-[3-(1-{3-[5-METHOXY-2-(4-NITROPHENYL)-1H-INDOL-3-YL]PROPYL}-4-PIPERIDINYL)PHENYL]-2-METHYLPROPANAMIDE). Reaction SMILES: [CH3:1][CH:2]([CH3:33])[C:3]([NH:5][C:6]1[CH:11]=[CH:10][CH:9]=[C:8]([CH:12]2[CH2:17][CH2:16][N:15]([CH2:18][CH2:19][CH2:20][CH2:21][C:22]([C:24]3[CH:29]=[CH:28][C:27]([N+:30]([O-:32])=[O:31])=[CH:26][CH:25]=3)=O)[CH2:14][CH2:13]2)[CH:7]=1)=[O:4].Cl.[CH3:35][O:36][C:37]1[CH:42]=[CH:41][C:40]([NH:43]N)=[CH:39][CH:38]=1>>[CH3:35][O:36][C:37]1[CH:38]=[C:39]2[C:40](=[CH:41][CH:42]=1)[NH:43][C:22]([C:24]1[CH:29]=[CH:28][C:27]([N+:30]([O-:32])=[O:31])=[CH:26][CH:25]=1)=[C:21]2[CH2:20][CH2:19][CH2:18][N:15]1[CH2:16][CH2:17][CH:12]([C:8]2[CH:7]=[C:6]([NH:5][C:3](=[O:4])[CH:2]([CH3:1])[CH3:33])[CH:11]=[CH:10][CH:9]=2)[CH2:13][CH2:14]1 |f:1.2|. Procedure details: Prepared by Procedure E and Scheme M using 2-methyl-N-(3-{1-[5-(4-nitrophenyl)-5-oxopentyl]-4-piperidinyl}phenyl)propanamide and 4-methoxyphenylhydrazine hydrochloride: ESMS m/e: 555.6 (M+H)+. Reactants: C(C)C=1C(=NN(C1C)C1=CC(=CC=C1)Br)C(=O)N (ethyl 1-(3-bromophenyl)-5-methyl-1H-pyrazole-3-carboxamide), FC(OC1=C(C=CC=C1)B(O)O)(F)F (2-trifluoromethoxyphenyl boronic acid), C([O-])([O-])=O.[Na+].[Na+] (sodium carbonate). Reagents/catalysts: C=1C=CC(=CC1)[P](C=2C=CC=CC2)(C=3C=CC=CC3)[Pd]([P](C=4C=CC=CC4)(C=5C=CC=CC5)C=6C=CC=CC6)([P](C=7C=CC=CC7)(C=8C=CC=CC8)C=9C=CC=CC9)[P](C=1C=CC=CC1)(C=1C=CC=CC1)C=1C=CC=CC1 (tetrakis(triphenylphosphine)palladium). Solvent: C(CC)O.C1(=CC=CC=C1)C (n-propanol toluene). Run at temperature 90 celsius. Product: CC1=CC(=NN1C=1C=C(C=CC1)C1=C(C=CC=C1)OC(F)(F)F)C(=O)N (5-Methyl-1-[2′-(trifluoromethoxy)-1,1′-biphenyl-3-yl]-1H-pyrazole-3-carboxamide). Yield: 93.4%. RXN SMILES: C([C:3]1[C:4]([C:16]([NH2:18])=[O:17])=[N:5][N:6]([C:9]2[CH:14]=[CH:13][CH:12]=[C:11](Br)[CH:10]=2)[C:7]=1[CH3:8])C.[F:19][C:20]([F:32])([F:31])[O:21][C:22]1[CH:27]=[CH:26][CH:25]=[CH:24][C:23]=1B(O)O.C(=O)([O-])[O-].[Na+].[Na+]>C(O)CC.C1(C)C=CC=CC=1.C1C=CC([P]([Pd]([P](C2C=CC=CC=2)(C2C=CC=CC=2)C2C=CC=CC=2)([P](C2C=CC=CC=2)(C2C=CC=CC=2)C2C=CC=CC=2)[P](C2C=CC=CC=2)(C2C=CC=CC=2)C2C=CC=CC=2)(C2C=CC=CC=2)C2C=CC=CC=2)=CC=1>[CH3:8][C:7]1[N:6]([C:9]2[CH:10]=[C:11]([C:23]3[CH:24]=[CH:25][CH:26]=[CH:27][C:22]=3[O:21][C:20]([F:19])([F:32])[F:31])[CH:12]=[CH:13][CH:14]=2)[N:5]=[C:4]([C:16]([NH2:18])=[O:17])[CH:3]=1 |f:2.3.4,5.6,^1:53,55,74,93|. Procedure: To a solution of ethyl 1-(3-bromophenyl)-5-methyl-1H-pyrazole-3-carboxamide (0.237 g, 0.8 mmol) and 2-trifluoromethoxyphenyl boronic acid (0.262 g, 1.2 mmol) in n-propanol/toluene (1.27 ml:0.42 ml) mixture were added tetrakis(triphenylphosphine)palladium (0.019 g, 0.01 mmol) and 2M sodium carbonate (0.84 ml). The reaction mixture was heated at 90° C. for 16 hours, and then cooled and partitioned between ethyl acetate and water. The organic phase was washed with saturated sodium bicarbonate and b... Product: Cl.N(N)C1=CC=C(C=C1)CS(=O)(=O)NCC1=CC=CC=C1 (4-Hydrazino-N-(phenylmethyl)benzenemethanesulphonamide, hydrochloride). Reactants: NC1=CC=C(C=C1)CS(=O)(=O)NCC1=CC=CC=C1 (4-Amino-N-(phenylmethyl)benzenemethanesulphonamide), Cl (hydrochloric acid), N(=O)[O-].[Na+] (sodium nitrite). Reaction SMILES: [NH2:1][C:2]1[CH:7]=[CH:6][C:5]([CH2:8][S:9]([NH:12][CH2:13][C:14]2[CH:19]=[CH:18][CH:17]=[CH:16][CH:15]=2)(=[O:11])=[O:10])=[CH:4][CH:3]=1.[N:20]([O-])=O.[Na+].[ClH:24]>O>[ClH:24].[NH:1]([C:2]1[CH:7]=[CH:6][C:5]([CH2:8][S:9]([NH:12][CH2:13][C:14]2[CH:15]=[CH:16][CH:17]=[CH:18][CH:19]=2)(=[O:11])=[O:10])=[CH:4][CH:3]=1)[NH2:20] |f:1.2,5.6|. Procedure: A thick suspension of the product of stage (b) (3.68 g) in conc. hydrochloric acid (50 ml) was stirred at -5° whilst a solution of sodium nitrite (0.9 g) in water (10 ml) was added dropwise so that temperature did not exceed 0°. Stirring was continued for 30 min. The resulting suspension was filtered to remove starting material and the filtrate added in a few portions to a solution of stannous chloride dihydrate (13.5 g) in hydrochloric acid (15 ml) at -20° and warmed to ambient temperature. The... The solvent is O (water). Conditions: time 30 minute. Product: FC1=C(C=C(C(=O)NCN2CCN(CC2)C2=NC=CC=C2)C=C1)C (4-fluoro-3-methyl-N-{[4-(2-pyridinyl)-1-piperazinyl]methyl}benzamide). Reaction SMILES: [N:1]1[CH:6]=[CH:5][CH:4]=[CH:3][C:2]=1[N:7]1[CH2:12][CH2:11][NH:10][CH2:9][CH2:8]1.C=O.[F:15][C:16]1[CH:24]=[CH:23][C:19]([C:20]([NH2:22])=[O:21])=[CH:18][C:17]=1[CH3:25].[C:26](=O)([O-])[O-].[K+].[K+]>C(O)C>[F:15][C:16]1[CH:24]=[CH:23][C:19]([C:20]([NH:22][CH2:26][N:10]2[CH2:9][CH2:8][N:7]([C:2]3[CH:3]=[CH:4][CH:5]=[CH:6][N:1]=3)[CH2:12][CH2:11]2)=[O:21])=[CH:18][C:17]=1[CH3:25] |f:3.4.5|. Isolated yield 76.1%. Reactants: N1=C(C=CC=C1)N1CCNCC1 (1-pyridin-2-ylpiperazine), C=O (paraformaldehyde), FC1=C(C=C(C(=O)N)C=C1)C (4-fluoro-3-methylbenzamide), C([O-])([O-])=O.[K+].[K+] (potassium carbonate). Procedure: A mixture of 1-pyridin-2-ylpiperazine (16 mg, 0.1 mmol, Aldrich), paraformaldehyde (30 mg, 1 mmol), 4-fluoro-3-methylbenzamide (77 mg, 0.5 mmol, Oakwood), and 42 mg of potassium carbonate (0.3 mmol) in 2 mL absolute ethyl alcohol was heated to reflux under nitrogen overnight. The mixture was cooled to room temperature, filtered, and the solvent was removed under reduced pressure. The residue was purified by flash column chromatography on silica gel (10% methanol:ethyl acetate) to give 25 mg (51%... Solvent: C(C)O (ethyl alcohol).